This data is from the Open Reaction Database (ORD), a public repository of structured organic reaction records. The task is: describe an organic reaction: reactants, conditions, products, and yield Product: CN1CCC(c2cccnc2F)=CC1=O. Reactants: Fc1ncccc1Br, C1COCCO1, CN1CCC=CC1=O, C1CCC(CNCC2CCCCC2)CC1. Reaction SMILES: [Br:1][c:2]1[c:3]([F:8])[n:4][cH:5][cH:6][cH:7]1.[CH2:32]1[O:33][CH2:34][CH2:35][O:36][CH2:37]1.[CH3:9][N:10]1[C:11](=[O:16])[CH:12]=[CH:13][CH2:14][CH2:15]1.[CH:17]1([CH2:18][NH:19][CH2:20][CH:21]2[CH2:22][CH2:23][CH2:24][CH2:25][CH2:26]2)[CH2:27][CH2:28][CH2:29][CH2:30][CH2:31]1>>[c:2]1([C:13]2=[CH:12][C:11](=[O:16])[N:10]([CH3:9])[CH2:15][CH2:14]2)[c:3]([F:8])[n:4][cH:5][cH:6][cH:7]1. The reactants are NC(=O)C1(C2=CC=CC=C2C=2C=CC=CC12)CCC#N (9-aminocarbonyl-9-(2-cyanoethyl)fluorene), [H][H] (hydrogen). The reagents and catalysts are [Pt]=O (platinum oxide). Solvent: C(C)(=O)O (acetic acid). The product is NCCCC1(C2=CC=CC=C2C=2C=CC=CC12)C(=O)N (9-(3-Aminopropyl)-9-aminocarbonylfluorene). RXN SMILES: [NH2:1][C:2]([C:4]1([CH2:17][CH2:18][C:19]#[N:20])[C:16]2[CH:15]=[CH:14][CH:13]=[CH:12][C:11]=2[C:10]2[C:5]1=[CH:6][CH:7]=[CH:8][CH:9]=2)=[O:3].[H][H]>[Pt]=O.C(O)(=O)C>[NH2:20][CH2:19][CH2:18][CH2:17][C:4]1([C:2]([NH2:1])=[O:3])[C:16]2[CH:15]=[CH:14][CH:13]=[CH:12][C:11]=2[C:10]2[C:5]1=[CH:6][CH:7]=[CH:8][CH:9]=2. Reported procedure: A 3.3 g. portion of 9-aminocarbonyl-9-(2-cyanoethyl)fluorene from Example 27 was hydrogenated in 95 ml. of glacial acetic acid under 4 atmospheres of hydrogen pressure for two hours at 24° C. in the presence of 1.5g. of platinum oxide catalyst. The reaction mixture was filtered to remove the catalyst and the solvent was removed by evaporation under reduced pressure. The product which remained was dissolved in ethyl acetate and then extracted into 1 N hydrochloric acid. The aqueous acid layer was... Reactants: CC(=O)[O-], CCCC(=O)c1ccc(SC)cc1, CCO, [Cl-], [Na+], O, [NH3+]O. The product is CCCC(=NO)c1ccc(SC)cc1. As a reaction SMILES: [CH3:18][C:19](=[O:20])[O-:21].[CH3:1][S:2][c:3]1[cH:4][cH:5][c:6]([C:9]([CH2:10][CH2:11][CH3:12])=[O:13])[cH:7][cH:8]1.[CH3:22][CH2:23][OH:24].[Cl-:14].[Na+:17].[OH2:25].[OH:15][NH3+:16]>>[CH3:1][S:2][c:3]1[cH:4][cH:5][c:6]([C:9]([CH2:10][CH2:11][CH3:12])=[N:16][OH:15])[cH:7][cH:8]1. Reactants: CC(=O)c1ccc(S(=O)(=O)Cl)cc1, C1CCOC1, Nc1ccc(OC(F)(F)F)cc1, c1ccncc1. The product is CC(=O)c1ccc(S(=O)(=O)Nc2ccc(OC(F)(F)F)cc2)cc1. Reaction SMILES: [C:19]([CH3:20])(=[O:21])[c:22]1[cH:23][cH:24][c:25]([S:28](=[O:29])(=[O:30])[Cl:31])[cH:26][cH:27]1.[CH2:32]1[O:33][CH2:34][CH2:35][CH2:36]1.[F:1][C:2]([O:3][c:4]1[cH:5][cH:6][c:7]([NH2:8])[cH:9][cH:10]1)([F:11])[F:12].[cH:13]1[cH:14][cH:15][n:16][cH:17][cH:18]1>>[F:1][C:2]([O:3][c:4]1[cH:5][cH:6][c:7]([NH:8][S:28]([c:25]2[cH:24][cH:23][c:22]([C:19]([CH3:20])=[O:21])[cH:27][cH:26]2)(=[O:29])=[O:30])[cH:9][cH:10]1)([F:11])[F:12]. The reactants are C1=CC(=CC=C1[N+](=O)[O-])O (p-nitrophenol), C(C)OC(C(CCCCCCCCCCCC)Br)=O (ethyl-α-bromo-tetradecanoate). Run in CC(=O)C (acetone). Reaction conditions: time 60 hour. Yields the product C(C)OC(C(CCCCCCCCCCCC)OC1=CC=C(C=C1)[N+](=O)[O-])=O (Ethyl-α-[p-nitrophenoxy]tetradecanoate). RXN SMILES: [CH:1]1[C:6]([N+:7]([O-:9])=[O:8])=[CH:5][CH:4]=[C:3]([OH:10])[CH:2]=1.[CH2:11]([O:13][C:14](=[O:29])[CH:15](Br)[CH2:16][CH2:17][CH2:18][CH2:19][CH2:20][CH2:21][CH2:22][CH2:23][CH2:24][CH2:25][CH2:26][CH3:27])[CH3:12]>CC(C)=O>[CH2:11]([O:13][C:14](=[O:29])[CH:15]([O:10][C:3]1[CH:4]=[CH:5][C:6]([N+:7]([O-:9])=[O:8])=[CH:1][CH:2]=1)[CH2:16][CH2:17][CH2:18][CH2:19][CH2:20][CH2:21][CH2:22][CH2:23][CH2:24][CH2:25][CH2:26][CH3:27])[CH3:12]. Procedure details: 153 g (1.1 mol) of p-nitrophenol, 1.3 liters acetone and 336 g (1.0 mol) of ethyl-α-bromo-tetradecanoate were placed in a 5-liter 3-necked flask and heated on a steam bath with stirring, for 60 hours. The product was filtered to remove inorganic salt and then the acetone was distilled off under vacuo. The residual oil was taken up in hexane, filtered, and concentrated under vacuo. Yield of Intermediate I was 361 g. TLC Analysis (benzene) showed only one spot, indicating a single product. The reactants are CCOC(=O)CP(=O)(OCC)OCC, CS(=O)(=O)Nc1cc(C=O)ccc1Oc1ccc(Cl)cc1Cl, [H-], [Na+], C1CCOC1. Product: CCOC(=O)C=Cc1ccc(Oc2ccc(Cl)cc2Cl)c(NS(C)(=O)=O)c1. Reaction SMILES: [CH3:3][CH2:4][O:5][C:6](=[O:7])[CH2:8][P:9]([O:10][CH2:11][CH3:12])([O:13][CH2:14][CH3:15])=[O:16].[Cl:17][c:18]1[c:19]([O:20][c:21]2[c:22]([NH:29][S:30](=[O:31])(=[O:32])[CH3:33])[cH:23][c:24]([CH:25]=[O:26])[cH:27][cH:28]2)[cH:34][cH:35][c:36]([Cl:38])[cH:37]1.[H-:1].[Na+:2].[O:39]1[CH2:40][CH2:41][CH2:42][CH2:43]1>>[CH3:3][CH2:4][O:5][C:6](=[O:7])[CH:8]=[CH:25][c:24]1[cH:23][c:22]([NH:29][S:30](=[O:31])(=[O:32])[CH3:33])[c:21]([O:20][c:19]2[c:18]([Cl:17])[cH:37][c:36]([Cl:38])[cH:35][cH:34]2)[cH:28][cH:27]1. Starting materials: CCC(=O)Cl, Cl, O, CCCCCCCCCCOc1cnc(-c2ccc(C(C)O)cc2)nc1, c1ccncc1. The product is CCCCCCCCCCOc1cnc(-c2ccc(C(C)OC(=O)CC)cc2)nc1. As a reaction SMILES: [C:33]([CH2:34][CH3:35])(=[O:36])[Cl:37].[ClH:38].[OH2:39].[OH:7][CH:8]([CH3:9])[c:10]1[cH:11][cH:12][c:13](-[c:16]2[n:17][cH:18][c:19]([O:22][CH2:23][CH2:24][CH2:25][CH2:26][CH2:27][CH2:28][CH2:29][CH2:30][CH2:31][CH3:32])[cH:20][n:21]2)[cH:14][cH:15]1.[cH:1]1[cH:2][cH:3][n:4][cH:5][cH:6]1>>[O:7]([CH:8]([CH3:9])[c:10]1[cH:11][cH:12][c:13](-[c:16]2[n:17][cH:18][c:19]([O:22][CH2:23][CH2:24][CH2:25][CH2:26][CH2:27][CH2:28][CH2:29][CH2:30][CH2:31][CH3:32])[cH:20][n:21]2)[cH:14][cH:15]1)[C:33]([CH2:34][CH3:35])=[O:36]. Reactants: C(C)(C)(C)OC(NCCC(=O)N(CC)C=1C(=NN(C1)C=1C=NC=CC1)Cl)=O (tert-butyl(3-((3-chloro-1-(pyridin-3-yl)-1H-pyrazol-4-yl)(ethyl)amino)-3-oxopropyl)carbamate), CI (methyl iodide), oil, [H-].[Na+] (NaH), CI (Methyl iodide). Run at temperature 0 celsius, time 30 minute. Product: C(C)(C)(C)OC(N(C)CCC(=O)N(CC)C=1C(=NN(C1)C=1C=NC=CC1)Cl)=O (tert-butyl(3-((3-chloro-1-(pyridin-3-yl)-1H-pyrazol-4-yl)(ethyl)amino)-3-oxopropyl)(methyl)carbamate). RXN SMILES: [C:1]([O:5][C:6](=[O:27])[NH:7][CH2:8][CH2:9][C:10]([N:12]([C:15]1[C:16]([Cl:26])=[N:17][N:18]([C:20]2[CH:21]=[N:22][CH:23]=[CH:24][CH:25]=2)[CH:19]=1)[CH2:13][CH3:14])=[O:11])([CH3:4])([CH3:3])[CH3:2].[H-].[Na+].[CH3:30]I>>[C:1]([O:5][C:6](=[O:27])[N:7]([CH2:8][CH2:9][C:10]([N:12]([C:15]1[C:16]([Cl:26])=[N:17][N:18]([C:20]2[CH:21]=[N:22][CH:23]=[CH:24][CH:25]=2)[CH:19]=1)[CH2:13][CH3:14])=[O:11])[CH3:30])([CH3:2])([CH3:3])[CH3:4] |f:1.2|. Reported procedure: To a clean vial with a stir bar tert-butyl(3-((3-chloro-1-(pyridin-3-yl)-1H-pyrazol-4-yl)(ethyl)amino)-3-oxopropyl)carbamate (1.5 g, 3.8 mmol) was added and sealed with a septum cap. The headspace was purged with N2, dry DMF (5.4 mL) was added via a syringe, and the reaction was cooled to a temperature of about 0° C. in an ice bath under N2. NaH (60% dispersion in oil, 0.21 g, 5.3 mmol) was carefully added and stirred at a temperature of 0° C. for 30 minutes. Methyl iodide (0.29 mL, 4.6 mmol) wa... The reactants are ClC1=NC2=CC=C(C=C2C(=N1)NC1=CC(=C(C=C1)F)Cl)C#CCN(C)C (2-chloro-N-(3-chloro-4-fluorophenyl)-6-(3-(dimethylamino)prop-1-ynyl)quinazolin-4-amine), N1=CC(=CC=C1)B(O)O (3-pyridineboronic acid), C(=O)([O-])[O-].[K+].[K+] (K2CO3), O (water). Reagents/catalysts: Cl[Pd]([P](C1=CC=CC=C1)(C2=CC=CC=C2)C3=CC=CC=C3)([P](C4=CC=CC=C4)(C5=CC=CC=C5)C6=CC=CC=C6)Cl (PdCl2(PPh3)2). Solvent: O1CCOCC1 (dioxane), C(C)(=O)OCC (ethyl acetate). Yields the product ClC=1C=C(C=CC1F)NC1=NC(=NC2=CC=C(C=C12)C#CCN(C)C)C=1C=NC=CC1 (N-(3-chloro-4-fluorophenyl)-6-(3-(dimethylamino)prop-1-ynyl)-2-(pyridin-3-yl)quinazolin-4-amine). The yield is 36.2%. Reaction SMILES: Cl[C:2]1[N:11]=[C:10]([NH:12][C:13]2[CH:18]=[CH:17][C:16]([F:19])=[C:15]([Cl:20])[CH:14]=2)[C:9]2[C:4](=[CH:5][CH:6]=[C:7]([C:21]#[C:22][CH2:23][N:24]([CH3:26])[CH3:25])[CH:8]=2)[N:3]=1.[N:27]1[CH:32]=[CH:31][CH:30]=[C:29](B(O)O)[CH:28]=1.C([O-])([O-])=O.[K+].[K+].O>O1CCOCC1.Cl[Pd](Cl)([P](C1C=CC=CC=1)(C1C=CC=CC=1)C1C=CC=CC=1)[P](C1C=CC=CC=1)(C1C=CC=CC=1)C1C=CC=CC=1.C(OCC)(=O)C>[Cl:20][C:15]1[CH:14]=[C:13]([NH:12][C:10]2[C:9]3[C:4](=[CH:5][CH:6]=[C:7]([C:21]#[C:22][CH2:23][N:24]([CH3:26])[CH3:25])[CH:8]=3)[N:3]=[C:2]([C:29]3[CH:28]=[N:27][CH:32]=[CH:31][CH:30]=3)[N:11]=2)[CH:18]=[CH:17][C:16]=1[F:19] |f:2.3.4,^1:51,70|. Reported procedure: In a 50 mL round-bottomed flask was added 2-chloro-N-(3-chloro-4-fluorophenyl)-6-(3-(dimethylamino)prop-1-ynyl)quinazolin-4-amine, (61 mg, 0.16 mmol), 3-pyridineboronic acid (25 mg, 0.20 mmol), K2CO3 (0.11 mg, 0.78 mmol) and PdCl2(PPh3)2, (5.5 mg, 7.8 mM) in dioxane (2 mL) to give a yellow suspension. The mixture was heated at reflux for 3 h under argon. After cooling to room temperature, water (10 mL) and ethyl acetate (10 mL) were added to the mixture to form a precipitate. The resulting preci...